From a dataset of the Open Reaction Database (ORD), a public repository of structured organic reaction records. describe an organic reaction: reactants, conditions, products, and yield Reactants: hexanes EtOAc, [Cl-].[NH4+] (ammonium chloride), olefin, C1(CC1)C=1C(=CC2=C(C(OC2)=O)C1)CCO (6-cyclopropyl-5-(2-hydroxyethyl)-2-benzofuran-1(3H)-one), TEA, CS(=O)(=O)Cl (methanesulfonyl chloride), C1CCC2=NCCCN2CC1 (DBU). Run in O (water), ClCCl (dichloromethane). Reaction conditions: time 20 minute. Product: C1(CC1)C=1C(=CC2=C(C(OC2)=O)C1)C=C (6-Cyclopropyl-5-vinyl-2-benzofuran-1(3H)-one). RXN SMILES: [CH:1]1([C:4]2[C:5]([CH2:14][CH2:15]O)=[CH:6][C:7]3[CH2:11][O:10][C:9](=[O:12])[C:8]=3[CH:13]=2)[CH2:3][CH2:2]1.CS(Cl)(=O)=O.[Cl-].[NH4+].C1CCN2C(=NCCC2)CC1>O.ClCCl>[CH:1]1([C:4]2[C:5]([CH:14]=[CH2:15])=[CH:6][C:7]3[CH2:11][O:10][C:9](=[O:12])[C:8]=3[CH:13]=2)[CH2:3][CH2:2]1 |f:2.3|. Procedure: To a 100 ml flask containing a stir bar was added compound 6-cyclopropyl-5-(2-hydroxyethyl)-2-benzofuran-1(3H)-one, (0.5 g, 2.29 mmol), TEA (20 mL) followed by addition of dichloromethane (25 mL). The flask was placed in a cool bath of ° C., and slowly treated with methanesulfonyl chloride (6.5 mL, 83 mmol). The resulting mixture was then stirred for 20 min. TLC (hexanes/EtOAc=1/1) indicated completion of the reaction. The mixture was poured into saturated ammonium chloride and extracted with DC...